From a dataset of the Open Reaction Database (ORD), a public repository of structured organic reaction records. describe an organic reaction: reactants, conditions, products, and yield Starting materials: product, C(C)(=O)OC(CCCN(C#N)CCCCCCC(=O)OCC)C(CCCC)(C)C (ethyl 7-[N-(4-acetoxy-5,5-dimethylnonyl)cyanamido]heptanoate), ClCCCC(CCCCC)OC(C)=O (1-chloro-4-acetoxynonane), ClCCCC(C(CCCC)(C)C)OC(C)=O (1-chloro-4-acetoxy-5,5-dimethylnonane). The product is O[C@@H](C#CCN(C#N)CCCCCCC(=O)O)CCCCC (7-[N-(4-(R)-hydroxy-2-nonynyl)cyanamido]heptanoic acid), O[C@@H](C#CCN(C(=O)N)CCCCCCC(=O)O)CCCCC (7-[1-(4(R)-hydroxy-2-nonynyl)ureido]heptanoic acid). Reaction SMILES: ClCCCC([O:11]C(=O)C)CCCCC.ClCCCC(OC(=O)C)C(C)(C)CCCC.C([O:34][CH:35]([C:53](C)(C)[CH2:54][CH2:55][CH2:56][CH3:57])[CH2:36][CH2:37][CH2:38][N:39]([CH2:42][CH2:43][CH2:44][CH2:45][CH2:46][CH2:47][C:48]([O:50]CC)=[O:49])[C:40]#[N:41])(=O)C>>[OH:34][C@H:35]([CH2:53][CH2:54][CH2:55][CH2:56][CH3:57])[C:36]#[C:37][CH2:38][N:39]([CH2:42][CH2:43][CH2:44][CH2:45][CH2:46][CH2:47][C:48]([OH:50])=[O:49])[C:40]#[N:41].[OH:34][C@H:35]([CH2:53][CH2:54][CH2:55][CH2:56][CH3:57])[C:36]#[C:37][CH2:38][N:39]([CH2:42][CH2:43][CH2:44][CH2:45][CH2:46][CH2:47][C:48]([OH:50])=[O:49])[C:40]([NH2:41])=[O:11]. Procedure: The synthesis of this compound is carried out as described in Example 1 except that, in Step A, the 1-chloro-4-acetoxynonane is replaced by an equimolar amount of 1-chloro-4-acetoxy-5,5-dimethylnonane (Example G). The product of Step A is thus ethyl 7-[N-(4-acetoxy-5,5-dimethylnonyl)cyanamido]heptanoate. The subsequent steps yield 7-[N-(4-hydroxy-5,5-dimethylnonyl)cyanamido]heptanoic acid (B) and 7-[1-(4-hydroxy-5,5-dimethylnonyl)ureido]heptanoic acid (C).